Dataset: the Open Reaction Database (ORD), a public repository of structured organic reaction records. Task: describe an organic reaction: reactants, conditions, products, and yield Yields the product CS(=O)(=O)C1=CC=C(C=C1)NC(=O)C1=C(N(C(=C1)C)C1=C(C=CC=C1)C(N)=O)C (1-(2-CARBAMOYL-PHENYL)-2,5-DIMETHYL-1H-PYRROLE-3-CARBOXYLIC ACID (4-METHANESULFONYL-PHENYL)-AMIDE). Reaction SMILES: [CH3:1][S:2]([C:5]1[CH:10]=[CH:9][C:8]([NH:11][C:12]([C:14]2[CH:18]=[C:17]([CH3:19])[N:16]([C:20]3[CH:28]=[CH:27][CH:26]=[CH:25][C:21]=3[C:22]([OH:24])=O)[C:15]=2[CH3:29])=[O:13])=[CH:7][CH:6]=1)(=[O:4])=[O:3].[NH3:30]>>[CH3:1][S:2]([C:5]1[CH:6]=[CH:7][C:8]([NH:11][C:12]([C:14]2[CH:18]=[C:17]([CH3:19])[N:16]([C:20]3[CH:28]=[CH:27][CH:26]=[CH:25][C:21]=3[C:22](=[O:24])[NH2:30])[C:15]=2[CH3:29])=[O:13])=[CH:9][CH:10]=1)(=[O:3])=[O:4]. Procedure details: In a manner similar to that described for Examples 1B-C, the title compound was prepared from 2-[3-(4-methanesulfonyl-phenylcarbamoyl)-2,5-dimethyl-pyrrol-1-yl]-benzoic acid and ammonia. 1H-NMR (DMSO-d6): δ 9.82 (1H, s), 8.08 (2H, d, J=9.1), 7.90 (2H, d, J=9.1), 7.67 (4H, m), 7.39 (1H, s). 7.34 (1H, m), 6.63 (1H, s), 3.23 (3H, s), 2.27 (3H, s), 2.00 (3H, s); MS (ESI): 412 (MH+). C. In a manner similar to that described for Example 21B, the following compounds were prepared from the appropriate a... The reactants are CS(=O)(=O)C1=CC=C(C=C1)NC(=O)C1=C(N(C(=C1)C)C1=C(C(=O)O)C=CC=C1)C (2-[3-(4-methanesulfonyl-phenylcarbamoyl)-2,5-dimethyl-pyrrol-1-yl]-benzoic acid), N (ammonia), amines. RXN SMILES: [CH3:1][O:2][C:3](=[O:4])[c:5]1[n:6][c:7]([Cl:13])[n:8][c:9]([NH2:12])[c:10]1[Cl:11].[CH3:32][O:33][CH2:34][CH2:35][O:36][CH3:37].[Cl:14][c:15]1[c:16]([O:28][CH3:29])[c:17]([F:27])[c:18]([B:21]2[O:22][CH2:23][CH2:24][CH2:25][O:26]2)[cH:19][cH:20]1.[Cs+:31].[F-:30].[OH2:38].[Pd:39]([Cl:40])[Cl:41].[c:42]1([P:43]([c:44]2[cH:45][cH:46][cH:47][cH:48][cH:49]2)[c:50]2[cH:51][cH:52][cH:53][cH:54][cH:55]2)[cH:56][cH:57][cH:58][cH:59][cH:60]1.[c:61]1([P:62]([c:63]2[cH:64][cH:65][cH:66][cH:67][cH:68]2)[c:69]2[cH:70][cH:71][cH:72][cH:73][cH:74]2)[cH:75][cH:76][cH:77][cH:78][cH:79]1>>[CH3:1][O:2][C:3](=[O:4])[c:5]1[n:6][c:7](-[c:18]2[c:17]([F:27])[c:16]([O:28][CH3:29])[c:15]([Cl:14])[cH:20][cH:19]2)[n:8][c:9]([NH2:12])[c:10]1[Cl:11]. Reactants: COC(=O)c1nc(Cl)nc(N)c1Cl, COCCOC, COc1c(Cl)ccc(B2OCCCO2)c1F, [Cs+], [F-], O, Cl[Pd]Cl, c1ccc(P(c2ccccc2)c2ccccc2)cc1, c1ccc(P(c2ccccc2)c2ccccc2)cc1. The product is COC(=O)c1nc(-c2ccc(Cl)c(OC)c2F)nc(N)c1Cl.